The task is: describe an organic reaction: reactants, conditions, products, and yield. This data is from the Open Reaction Database (ORD), a public repository of structured organic reaction records. The reactants are C(C1=CC=CC=C1)OCCC=1N(C(=C(N1)C(C)C)SC1=CC(=CC(=C1)Cl)Cl)CCO (2-(2-(2-benzyloxyethyl)-5-(3,5-dichlorophenylthio)-4-isopropyl-1H-imidazol-1-yl)ethanol), C(O)([O-])=O.[Na+] (sodium hydrogen carbonate). Solvent: Cl (hydrochloric acid). Conditions: temperature 110 celsius. Yields the product ClC=1C=C(C=C(C1)Cl)SC1=C(N=C(N1CCO)CCO)C(C)C (2-(5-(3,5-dichlorophenylthio)-2-(2-hydroxyethyl)-4-isopropyl-1H-imidazol-1-yl)ethanol), oil. Yield: 94.0%. As a reaction SMILES: C([O:8][CH2:9][CH2:10][C:11]1[N:12]([CH2:28][CH2:29][OH:30])[C:13]([S:19][C:20]2[CH:25]=[C:24]([Cl:26])[CH:23]=[C:22]([Cl:27])[CH:21]=2)=[C:14]([CH:16]([CH3:18])[CH3:17])[N:15]=1)C1C=CC=CC=1.C(=O)([O-])O.[Na+]>Cl>[Cl:27][C:22]1[CH:21]=[C:20]([S:19][C:13]2[N:12]([CH2:28][CH2:29][OH:30])[C:11]([CH2:10][CH2:9][OH:8])=[N:15][C:14]=2[CH:16]([CH3:18])[CH3:17])[CH:25]=[C:24]([Cl:26])[CH:23]=1 |f:1.2|. Procedure: In 15 ml of cocentrated hydrochloric acid was dissolved 1.5 g (3.2 mmol) of the alcohol compound (130d), and the mixture was heated at 110° C. for 7 hours. After cooling, the mixture was neutralized with sodium hydrogen carbonate, extracted with ethyl acetate, the extract was washed with water, dried over anhydrous sodium sulfate, filtered, and concentrated under reduced pressure. The residue was purified by silica gel column chromatography (3% methanol/ethyl acetate), and 1.14 g of 2-(5-(3,5-di... The reactants are CC(=O)OCCN1C(=O)CN2CCOC2(c2ccccc2F)c2cc(Cl)ccc21, CO, [Na+], [OH-], O. The product is O=C1CN2CCOC2(c2ccccc2F)c2cc(Cl)ccc2N1CCO. RXN SMILES: [C:1](=[O:2])([CH3:3])[O:4][CH2:5][CH2:6][N:7]1[C:8](=[O:29])[CH2:9][N:10]2[C:11]([c:22]3[c:23]([F:28])[cH:24][cH:25][cH:26][cH:27]3)([c:12]3[c:13]1[cH:14][cH:15][c:16]([Cl:18])[cH:17]3)[O:19][CH2:20][CH2:21]2.[CH3:33][OH:34].[Na+:31].[OH-:30].[OH2:32]>>[OH:4][CH2:5][CH2:6][N:7]1[C:8](=[O:29])[CH2:9][N:10]2[C:11]([c:22]3[c:23]([F:28])[cH:24][cH:25][cH:26][cH:27]3)([c:12]3[c:13]1[cH:14][cH:15][c:16]([Cl:18])[cH:17]3)[O:19][CH2:20][CH2:21]2. The reactants are CCc1nccc(NC(=O)Cc2ccc(Oc3ccc(C(F)(F)F)cn3)cc2)c1Cl, COC(=O)Cl, [H-], [Na+], C1CCOC1, O. The product is CCc1nccc(N(C(=O)Cc2ccc(Oc3ccc(C(F)(F)F)cn3)cc2)C(=O)OC)c1Cl. RXN SMILES: [Cl:1][c:2]1[c:3]([CH2:29][CH3:30])[n:4][cH:5][cH:6][c:7]1[NH:8][C:9]([CH2:10][c:11]1[cH:12][cH:13][c:14]([O:17][c:18]2[n:19][cH:20][c:21]([C:24]([F:25])([F:26])[F:27])[cH:22][cH:23]2)[cH:15][cH:16]1)=[O:28].[Cl:33][C:34](=[O:35])[O:36][CH3:37].[H-:31].[Na+:32].[O:39]1[CH2:40][CH2:41][CH2:42][CH2:43]1.[OH2:38]>>[Cl:1][c:2]1[c:3]([CH2:29][CH3:30])[n:4][cH:5][cH:6][c:7]1[N:8]([C:9]([CH2:10][c:11]1[cH:12][cH:13][c:14]([O:17][c:18]2[n:19][cH:20][c:21]([C:24]([F:25])([F:26])[F:27])[cH:22][cH:23]2)[cH:15][cH:16]1)=[O:28])[C:34](=[O:35])[O:36][CH3:37]. Starting materials: Cl.CS(=O)(=O)C=1C=C(N)C=CC1 (3-methylsulfonylaniline hydrochloride), N(=O)[O-].[Na+] (sodium nitrite), O.O.[Sn](Cl)Cl (tin(II)chloride dihydrate). The product is CS(=O)(=O)C=1C=C(C=CC1)NN ((3-Methanesulfonyl-phenyl)-hydrazine). As a reaction SMILES: Cl.[CH3:2][S:3]([C:6]1[CH:7]=[C:8]([CH:10]=[CH:11][CH:12]=1)[NH2:9])(=[O:5])=[O:4].[N:13]([O-])=O.[Na+].O.O.[Sn](Cl)Cl>>[CH3:2][S:3]([C:6]1[CH:7]=[C:8]([NH:9][NH2:13])[CH:10]=[CH:11][CH:12]=1)(=[O:4])=[O:5] |f:0.1,2.3,4.5.6|. Procedure: B-012 is prepared analogously to B-05 starting from 3-methylsulfonylaniline hydrochloride (2.50 g, 11.4 mmol), sodium nitrite (1.18 g, 17.1 mmol) and tin(II)chloride dihydrate (14.9 g, 66.0 mmol). The product is purified by precipitation from ethyl acetate with cyclohexane. Yield: 1.08 g. The reactants are B(Br)(Br)Br (Boron tribromide), C(C)C1=NN(C(=C1CC1=C2CCCC2=C(C(=C1)C)OC)CC)CC(=O)O ([3,5-Diethyl-4-(7-methoxy-6-methyl-indan-4-ylmethyl)-pyrazol-1-yl]-acetic acid), O (Water). Solvent: C(Cl)Cl (Methylene chloride), C(Cl)Cl (Methylene chloride). Run at temperature 25 celsius, time 2.5 hour. Product: C(C)C1=NN(C(=C1CC1=C2CCCC2=C(C(=C1)C)O)CC)CC(=O)O ([3,5-Diethyl-4-(7-hydroxy-6-methyl-indan-4-ylmethyl)-pyrazol-1-yl]-acetic acid). Yield: 78.2%. Reaction SMILES: [CH2:1]([C:3]1[C:7]([CH2:8][C:9]2[CH:17]=[C:16]([CH3:18])[C:15]([O:19]C)=[C:14]3[C:10]=2[CH2:11][CH2:12][CH2:13]3)=[C:6]([CH2:21][CH3:22])[N:5]([CH2:23][C:24]([OH:26])=[O:25])[N:4]=1)[CH3:2].B(Br)(Br)Br.O>C(Cl)Cl>[CH2:1]([C:3]1[C:7]([CH2:8][C:9]2[CH:17]=[C:16]([CH3:18])[C:15]([OH:19])=[C:14]3[C:10]=2[CH2:11][CH2:12][CH2:13]3)=[C:6]([CH2:21][CH3:22])[N:5]([CH2:23][C:24]([OH:26])=[O:25])[N:4]=1)[CH3:2]. Reported procedure: To a stirred suspension of [3,5-Diethyl-4-(7-methoxy-6-methyl-indan-4-ylmethyl)-pyrazol-1-yl]-acetic acid (6.0 gm, 0.0168 mole) in Methylene chloride (100 ml), a solution of Boron tribromide (4.2 ml, 0.0442 mole) in Methylene chloride (20 ml) was added at 0-5° C. and stirred for 2-3 hrs at 20-30° C. Water (250 ml) was charged into the reaction mixture and stirred for 1 hour. The separated solid was filtered under vacuum, washed with water. The obtained solid was dissolved in Ethyl acetate (2.0 l... Reactants: CCCBr, CCO, [Na+], [OH-], O, O=C(O)c1ccc(O)c(=O)[nH]1. Product: CCCOc1ccc(C(=O)O)[nH]c1=O. RXN SMILES: [CH2:15]([CH2:16][CH3:17])[Br:18].[CH3:19][CH2:20][OH:21].[Na+:14].[OH-:13].[OH2:12].[OH:1][c:2]1[c:3](=[O:11])[nH:4][c:5]([C:8](=[O:9])[OH:10])[cH:6][cH:7]1>>[O:1]([c:2]1[c:3](=[O:11])[nH:4][c:5]([C:8](=[O:9])[OH:10])[cH:6][cH:7]1)[CH2:15][CH2:16][CH3:17]. Starting materials: CCN(C(=O)OC(C)(C)C)C(C)C(=O)OC, ClCCl, O=C(O)C(F)(F)F. Yields the product CCNC(C)C(=O)OC. Reaction SMILES: [C:1]([O:2][C:3](=[O:4])[N:8]([CH:9]([C:10](=[O:11])[O:12][CH3:13])[CH3:14])[CH2:15][CH3:16])([CH3:5])([CH3:6])[CH3:7].[Cl:24][CH2:25][Cl:26].[F:17][C:18]([F:19])([F:20])[C:21]([OH:22])=[O:23]>>[NH:8]([CH:9]([C:10](=[O:11])[O:12][CH3:13])[CH3:14])[CH2:15][CH3:16]. The reactants are C(CCC)OC(=O)C=1N=C(C2=CC(=CC=C2C1O)OC1CCCCC1)C#N (1-cyano-7-cyclohexyloxy-4-hydroxy-isoquinoline-3-carboxylic acid butyl ester), NCC1(CCC1)C(=O)O (1-aminomethyl-cyclobutanecarboxylic acid), C[O-].[Na+].CO (NaOMe MeOH), Cl (HCl). Run in O (water). The product is C(#N)C1=NC(=C(C2=CC=C(C=C12)OC1CCCCC1)O)C(=O)NCC1(CCC1)C(=O)O (1-{[(1-Cyano-7-cyclohexyloxy-4-hydroxy-isoquinoline-3-carbonyl)-amino]-methyl}-cyclobutanecarboxylic acid). The yield is 35.2%. As a reaction SMILES: C(O[C:6]([C:8]1[N:9]=[C:10]([C:26]#[N:27])[C:11]2[C:16]([C:17]=1[OH:18])=[CH:15][CH:14]=[C:13]([O:19][CH:20]1[CH2:25][CH2:24][CH2:23][CH2:22][CH2:21]1)[CH:12]=2)=[O:7])CCC.[NH2:28][CH2:29][C:30]1([C:34]([OH:36])=[O:35])[CH2:33][CH2:32][CH2:31]1.C[O-].[Na+].CO.Cl>O>[C:26]([C:10]1[C:11]2[C:16](=[CH:15][CH:14]=[C:13]([O:19][CH:20]3[CH2:25][CH2:24][CH2:23][CH2:22][CH2:21]3)[CH:12]=2)[C:17]([OH:18])=[C:8]([C:6]([NH:28][CH2:29][C:30]2([C:34]([OH:36])=[O:35])[CH2:33][CH2:32][CH2:31]2)=[O:7])[N:9]=1)#[N:27] |f:2.3.4|. Reported procedure: A mixture of 1-cyano-7-cyclohexyloxy-4-hydroxy-isoquinoline-3-carboxylic acid butyl ester (20 mg, 0.054 mmol) and 1-aminomethyl-cyclobutanecarboxylic acid (37 mg, 0.22 mmol) in 0.5 M NaOMe/MeOH solution (0.84 mL, 0.42 mmol) was microwaved at 120° C. for 2 h. Reaction mixture was diluted with water (50 mL) and acidified by 1 N HCl to pH=3-4. Precipitate was collected, rinsed with water and dried. Crude product was purified by silica gel chromatography, eluting with 10-100% EtOAc/hexanes, to provi... The reactants are NC1=NC(=CC(=N1)N1CCC2(C[C@H](NC2)C(=O)OC(C)C)CC1)O[C@@H](C(F)(F)F)C1=C(C=C(C=C1)C1=CC(=C(C=C1)C)C)N1N=C(C=C1)C ((S)-isopropyl 8-(2-amino-6-((R)-1-(3′,4′-dimethyl-3-(3-methyl-1H-pyrazol-1-yl)-[1,1′-biphenyl]-4-yl)-2,2,2-trifluoroethoxy)pyrimidin-4-yl)-2,8-diazaspiro[4.5]decane-3-carboxylate), NC1=NC(=CC(=N1)N1CCC2(C[C@H](NC2)C(=O)O)CC1)O[C@@H](C(F)(F)F)C1=C(C=C(C=C1)Cl)C1=CC(=CC=C1)S(N)(=O)=O ((S)-8-(2-amino-6-((R)-1-(5-chloro-3′-sulfamoyl-[1,1′-biphenyl]-2-yl)-2,2,2-trifluoroethoxy)pyrimidin-4-yl)-2,8-diazaspiro[4.5]decane-3-carboxylic acid). The product is NC1=NC(=CC(=N1)N1CCC2(C[C@H](NC2)C(=O)OC)CC1)O[C@@H](C(F)(F)F)C1=C(C=C(C=C1)Cl)C1=CC(=CC=C1)S(N)(=O)=O ((S)-methyl 8-(2-amino-6-((R)-1-(5-chloro-3′-sulfamoyl-[1,1′-biphenyl]-2-yl)-2,2,2-trifluoroethoxy)pyrimidin-4-yl)-2,8-diazaspiro[4.5]decane-3-carboxylate). Reaction SMILES: N[C:2]1N=C(N2CCC3(CN[C@H](C(OC(C)C)=O)C3)CC2)C=C(O[C@H](C2C=CC(C3C=CC(C)=C(C)C=3)=CC=2N2C=CC(C)=N2)C(F)(F)F)N=1.[NH2:50][C:51]1[N:56]=[C:55]([N:57]2[CH2:69][CH2:68][C:60]3([CH2:64][NH:63][C@H:62]([C:65]([OH:67])=[O:66])[CH2:61]3)[CH2:59][CH2:58]2)[CH:54]=[C:53]([O:70][C@H:71]([C:76]2[CH:81]=[CH:80][C:79]([Cl:82])=[CH:78][C:77]=2[C:83]2[CH:88]=[CH:87][CH:86]=[C:85]([S:89](=[O:92])(=[O:91])[NH2:90])[CH:84]=2)[C:72]([F:75])([F:74])[F:73])[N:52]=1>>[NH2:50][C:51]1[N:56]=[C:55]([N:57]2[CH2:58][CH2:59][C:60]3([CH2:64][NH:63][C@H:62]([C:65]([O:67][CH3:2])=[O:66])[CH2:61]3)[CH2:68][CH2:69]2)[CH:54]=[C:53]([O:70][C@H:71]([C:76]2[CH:81]=[CH:80][C:79]([Cl:82])=[CH:78][C:77]=2[C:83]2[CH:88]=[CH:87][CH:86]=[C:85]([S:89](=[O:91])(=[O:92])[NH2:90])[CH:84]=2)[C:72]([F:75])([F:74])[F:73])[N:52]=1. Procedure: The title compound was prepared as described for (S)-isopropyl 8-(2-amino-6-((R)-1-(3′,4′-dimethyl-3-(3-methyl-1H-pyrazol-1-yl)-[1,1′-biphenyl]-4-yl)-2,2,2-trifluoroethoxy)pyrimidin-4-yl)-2,8-diazaspiro[4.5]decane-3-carboxylate (Example 67a) starting with (S)-8-(2-amino-6-((R)-1-(5-chloro-3′-sulfamoyl-[1,1′-biphenyl]-2-yl)-2,2,2-trifluoroethoxy)pyrimidin-4-yl)-2,8-diazaspiro[4.5]decane-3-carboxylic acid (Example 34u). The reactants are ClC12CCC=CC2CC1=O (6-chlorobicyclo[4.2.0]oct-2-en-7-one), Cl.NO (hydroxylamine hydrochloride), O (water). Solvent: N1=CC=CC=C1 (pyridine). Run at time 8 hour. Yields the product ClC12CCC=CC2CC1=NO (6-chlorobicyclo[4.2.0]oct-2-en-7-one oxime). Reaction SMILES: [Cl:1][C:2]12[C:9](=O)[CH2:8][CH:7]1[CH:6]=[CH:5][CH2:4][CH2:3]2.Cl.[NH2:12][OH:13].O>N1C=CC=CC=1>[Cl:1][C:2]12[C:9](=[N:12][OH:13])[CH2:8][CH:7]1[CH:6]=[CH:5][CH2:4][CH2:3]2 |f:1.2|. Reported procedure: A solution of 6.2 g of 6-chlorobicyclo[4.2.0]oct-2-en-7-one, prepared as shown in Preparation 7, and 3.4 g. of hydroxylamine hydrochloride in 30 ml of pyridine was stirred at 0° C. for 1 hour, then stirred overnight at room temperature. The mixture was poured into water and extracted with methylene chloride. The extract was washed with 0.5N hydrochloric acid followed by brine, and dried over anhydrous sodium sulfate. The solvent was evaporated under reduced pressure and the residual pyridine rem...